From a dataset of the Open Reaction Database (ORD), a public repository of structured organic reaction records. describe an organic reaction: reactants, conditions, products, and yield Starting materials: O=S(=O)(Cl)c1cc(Cl)cc(Cl)c1, COc1ccc(C(=O)Nc2ccc(F)c(F)c2)cc1N, c1ccncc1. The product is COc1ccc(C(=O)Nc2ccc(F)c(F)c2)cc1NS(=O)(=O)c1cc(Cl)cc(Cl)c1. RXN SMILES: [Cl:21][c:22]1[cH:23][c:24]([S:29](=[O:30])(=[O:31])[Cl:32])[cH:25][c:26]([Cl:28])[cH:27]1.[NH2:1][c:2]1[cH:3][c:4]([C:5](=[O:6])[NH:7][c:8]2[cH:9][c:10]([F:15])[c:11]([F:14])[cH:12][cH:13]2)[cH:16][cH:17][c:18]1[O:19][CH3:20].[cH:33]1[cH:34][cH:35][n:36][cH:37][cH:38]1>>[NH:1]([c:2]1[cH:3][c:4]([C:5](=[O:6])[NH:7][c:8]2[cH:9][c:10]([F:15])[c:11]([F:14])[cH:12][cH:13]2)[cH:16][cH:17][c:18]1[O:19][CH3:20])[S:29]([c:24]1[cH:23][c:22]([Cl:21])[cH:27][c:26]([Cl:28])[cH:25]1)(=[O:30])=[O:31]. The reactants are C[Si](C)(C)[N-][Si](C)(C)C.[Li+] (lithium bis(trimethylsilyl)amide), [Cl-].[NH4+] (ammonium chloride), BrC1=C(C=CC(=C1)C(C)C)Cl (2-bromo-1-chloro-4-isopropyl-benzene), C(C)(=O)OC(C)(C)C (t-butyl acetate). The reagents and catalysts are C(C)(C)(C)P(C(C)(C)C)C(C)(C)C (tri-tert-butylphosphine), C=1C=CC(=CC1)/C=C/C(=O)/C=C/C2=CC=CC=C2.C=1C=CC(=CC1)/C=C/C(=O)/C=C/C2=CC=CC=C2.[Pd] (bis(dibenzylideneacetone)palladium). Solvent: C(C)OCC (diethyl ether), C1(=CC=CC=C1)C (toluene). Run at time 3 hour. Product: ClC1=C(C=C(C=C1)C(C)C)CC(=O)OC(C)(C)C (tert-butyl 2-(2-chloro-5-isopropyl-phenyl)acetate). Yield: 90.4%. Reaction SMILES: C[Si]([N-][Si](C)(C)C)(C)C.[Li+].Br[C:12]1[CH:17]=[C:16]([CH:18]([CH3:20])[CH3:19])[CH:15]=[CH:14][C:13]=1[Cl:21].[C:22]([O:25][C:26]([CH3:29])([CH3:28])[CH3:27])(=[O:24])[CH3:23].[Cl-].[NH4+]>C(OCC)C.C1C=CC(/C=C/C(/C=C/C2C=CC=CC=2)=O)=CC=1.C1C=CC(/C=C/C(/C=C/C2C=CC=CC=2)=O)=CC=1.[Pd].C(P(C(C)(C)C)C(C)(C)C)(C)(C)C.C1(C)C=CC=CC=1>[Cl:21][C:13]1[CH:14]=[CH:15][C:16]([CH:18]([CH3:20])[CH3:19])=[CH:17][C:12]=1[CH2:23][C:22]([O:25][C:26]([CH3:29])([CH3:28])[CH3:27])=[O:24] |f:0.1,4.5,7.8.9|. Procedure details: Add bis(dibenzylideneacetone)palladium (49.2 mg, 85.6 μmol) to a round bottom flask and seal with a septum. Flush with nitrogen. Add tri-tert-butylphosphine (85.6 μL, 85.6 μmol, 1M in toluene) and lithium bis(trimethylsilyl)amide (12.8 mL, 11.56 mmol, 0.9M in methylcyclohexanes) via a syringe. Add 2-bromo-1-chloro-4-isopropyl-benzene (1.0 g, 4.28 mmol) and t-butyl acetate (865.2 μL, 6.42 mmol) via a syringe. Add toluene (10.7 mL) via a syringe and the reaction mixture becomes hot to the touch. P... Starting materials: CCN(CC)CCOCCC1CCCCN1, O=C1Nc2ccccc2N(C(=O)Cl)c2ncccc21, Cl. Yields the product CCN(CC)CCOCCC1CCCCN1C(=O)N1c2ccccc2NC(=O)c2cccnc21. RXN SMILES: [CH2:20]([CH3:21])[N:22]([CH2:23][CH2:24][O:25][CH2:26][CH2:27][CH:28]1[NH:29][CH2:30][CH2:31][CH2:32][CH2:33]1)[CH2:34][CH3:35].[Cl:1][C:2](=[O:3])[N:4]1[c:5]2[c:6]([cH:16][cH:17][cH:18][n:19]2)[C:7](=[O:15])[NH:8][c:9]2[c:10]1[cH:11][cH:12][cH:13][cH:14]2.[ClH:36]>>[C:2](=[O:3])([N:4]1[c:5]2[c:6]([cH:16][cH:17][cH:18][n:19]2)[C:7](=[O:15])[NH:8][c:9]2[c:10]1[cH:11][cH:12][cH:13][cH:14]2)[N:29]1[CH:28]([CH2:27][CH2:26][O:25][CH2:24][CH2:23][N:22]([CH2:20][CH3:21])[CH2:34][CH3:35])[CH2:33][CH2:32][CH2:31][CH2:30]1. As a reaction SMILES: [S:1](=[O:5])(=[O:4])([OH:3])[OH:2].[F:6][C:7]1[CH:13]=[C:12]([F:14])[CH:11]=[CH:10][C:8]=1[NH2:9].O[PH2]=O.N([O-])=O.[Na+]>O>[S:1]([OH:5])([OH:4])(=[O:3])=[O:2].[F:6][C:7]1[CH:13]=[C:12]([F:14])[CH:11]=[CH:10][C:8]=1[NH2:9].[F:6][C:7]1[CH:8]=[CH:10][CH:11]=[C:12]([F:14])[CH:13]=1 |f:3.4,6.7|. Product: S(=O)(=O)(O)O.FC1=C(N)C=CC(=C1)F (2,4 Difluoroaniline sulfate), FC1=CC(=CC=C1)F (1,3-difluorobenzene). Isolated yield 54.0%. The reactants are O[PH2]=O (H3PO2), S(O)(O)(=O)=O (sulphuric acid), FC1=C(N)C=CC(=C1)F (2,4-difluoroaniline), N(=O)[O-].[Na+] (sodium nitrite), gas. Procedure details: 2,4 Difluoroaniline sulfate was prepared by mixing 62.6 g (2.5 molar proportions) of 98% sulphuric acid with 32.3 g (0.25 mole) of 2,4-difluoroaniline in a three neck flask. 66 g (2.0 molar proportions) of 50% H3PO2 aqueous solution were added and the slurry was allowed to warm to 50° C.±5° C. Then 18.3 g (1.1 molar proportion) of sodium nitrite dissolved into 30 g of water were added drop by drop, while the temperature was kept at 50° C.±5° C. After 1 hour 30 minutes for the complete addition, ... Run in O (water). The reactants are C(C)(C)(C)OC(=O)COC1=CC=C(C=C1)CCCCC1C(COC2=CC(=CC=C12)OCOC)(C)C1=CC=C(C=C1)OCOC (4-{4-[4-(t-butoxycarbonylmethyloxy)phenyl]-1-butyl}-7-methoxymethyloxy-3-(4-methoxymethyloxyphenyl)-3-methylchroman), [H-].[Al+3].[Li+].[H-].[H-].[H-] (lithium aluminum hydride), C(C)(=O)OCC (ethyl acetate), [OH-].[Na+] (sodium hydroxide). Solvent: O1CCCC1 (tetrahydrofuran). Run at time 4 hour. The product is OCCOC1=CC=C(C=C1)CCCCC1C(COC2=CC(=CC=C12)OCOC)(C)C1=CC=C(C=C1)OCOC (4-{4-[4-(hydroxyethyloxy)phenyl]-1-butyl}-7-methoxymethyloxy-3-(4-methoxymethyloxyphenyl)-3-methylchroman). Yield: 100.0%. RXN SMILES: C([O:5][C:6]([CH2:8][O:9][C:10]1[CH:15]=[CH:14][C:13]([CH2:16][CH2:17][CH2:18][CH2:19][CH:20]2[C:29]3[C:24](=[CH:25][C:26]([O:30][CH2:31][O:32][CH3:33])=[CH:27][CH:28]=3)[O:23][CH2:22][C:21]2([C:35]2[CH:40]=[CH:39][C:38]([O:41][CH2:42][O:43][CH3:44])=[CH:37][CH:36]=2)[CH3:34])=[CH:12][CH:11]=1)=O)(C)(C)C.[H-].[Al+3].[Li+].[H-].[H-].[H-].[OH-].[Na+].C(OCC)(=O)C>O1CCCC1>[OH:5][CH2:6][CH2:8][O:9][C:10]1[CH:15]=[CH:14][C:13]([CH2:16][CH2:17][CH2:18][CH2:19][CH:20]2[C:29]3[C:24](=[CH:25][C:26]([O:30][CH2:31][O:32][CH3:33])=[CH:27][CH:28]=3)[O:23][CH2:22][C:21]2([C:35]2[CH:36]=[CH:37][C:38]([O:41][CH2:42][O:43][CH3:44])=[CH:39][CH:40]=2)[CH3:34])=[CH:12][CH:11]=1 |f:1.2.3.4.5.6,7.8|. Procedure: To a solution of 4-{4-[4-(t-butoxycarbonylmethyloxy)phenyl]-1-butyl}-7-methoxymethyloxy-3-(4-methoxymethyloxyphenyl)-3-methylchroman (744 mg, 1.226 mmol) in dry tetrahydrofuran (10 mi) was added lithium aluminum hydride (71.8 mg, 1.89 mmol) at 0° C. and stirred for 4 h at the room temperature. When the reaction was completed, 17% sodium hydroxide solution was added to the reaction solution until the white precipitate appeared, and then added ethyl acetate to the reaction mixture. The resulting m...